This data is from the Open Reaction Database (ORD), a public repository of structured organic reaction records. The task is: describe an organic reaction: reactants, conditions, products, and yield The product is COC(=O)C1(CN(C)C)CCN(Cc2ccccc2)C1. As a reaction SMILES: [CH3:11][O:12][CH2:13][N:14]([CH2:15][Si:16]([CH3:17])([CH3:18])[CH3:19])[CH2:20][c:21]1[cH:22][cH:23][cH:24][cH:25][cH:26]1.[CH3:1][O:2][C:3]([C:4](=[CH2:5])[CH2:6][N:7]([CH3:8])[CH3:9])=[O:10].[Cl:39][CH2:40][Cl:41].[Na+:38].[O-:34][C:35]([OH:36])=[O:37].[OH:27][C:28]([C:29]([F:30])([F:31])[F:32])=[O:33]>>[CH3:1][O:2][C:3]([C:4]1([CH2:6][N:7]([CH3:8])[CH3:9])[CH2:5][CH2:13][N:14]([CH2:20][c:21]2[cH:22][cH:23][cH:24][cH:25][cH:26]2)[CH2:15]1)=[O:10]. Starting materials: COCN(Cc1ccccc1)C[Si](C)(C)C, C=C(CN(C)C)C(=O)OC, ClCCl, [Na+], O=C([O-])O, O=C(O)C(F)(F)F. The reactants are [Al+3].[Cl-].[Cl-].[Cl-] (AlCl3), dodecyl MgBr, C1CCOC1 (THF), [NH4+].[Cl-] (NH4Cl), COC=1C(C2=CC=CC=C2C(C1OC)=O)=O (2,3-dimethoxy-1,4-naphthoquinone), C1CCOC1 (THF). Reagents/catalysts: [Cl-].[Cl-].[Zn+2] (ZnCl2). Reaction conditions: time 8 hour. The product is COC=1C(C2=CC=CC=C2C(C1CCCCCCCCCCCC)=O)=O (2-methoxy-3-dodecylnaphthoquinone). Yield: 2.1%. RXN SMILES: [Al+3].[Cl-].[Cl-].[Cl-].CO[C:7]1[C:8](=[O:20])[C:9]2[C:14]([C:15](=[O:19])[C:16]=1[O:17][CH3:18])=[CH:13][CH:12]=[CH:11][CH:10]=2.[NH4+].[Cl-].[CH2:23]1[CH2:27]O[CH2:25][CH2:24]1>[Cl-].[Cl-].[Zn+2]>[CH3:18][O:17][C:16]1[C:15](=[O:19])[C:14]2[C:9]([C:8](=[O:20])[C:7]=1[CH2:25][CH2:24][CH2:23][CH2:27][CH2:9][CH2:8][CH2:7][CH2:16][CH2:15][CH2:14][CH2:13][CH3:12])=[CH:10][CH:11]=[CH:12][CH:13]=2 |f:0.1.2.3,5.6,8.9.10|. Procedure details: To 0.216 g (1.62 mmoles) of AlCl3 in 50 mL of THF was added 7.0 g (0.697 mmoles/g in THF, 4.88 mmoles) of dodecyl MgBr. This mixture was added dropwise to 1.27 g (9.34 mmoles) of ZnCl2 and 1.00 g (4.67 mmoles) of 2,3-dimethoxy-1,4-naphthoquinone in 50 mL of THF. The mixture was stirred overnight, poured into 100 mL of NH4Cl solution, extracted with 3×50 mL of ether, dried over MgSO4, filtered, and solvent was removed by rotary evaporation. The residue was chromatographed on silica gel eluted wit...